Task: describe an organic reaction: reactants, conditions, products, and yield. Dataset: the Open Reaction Database (ORD), a public repository of structured organic reaction records Starting materials: O (Water), C(C)OC1=C(OC(C(=O)OCC)CC2=CC=CC=C2)C=CC=C1 (ethyl 2-(2-ethoxy-phenoxy)-3-phenylpropionate), C(CN)N (ethylenediamine), C[Al](C)C (trimethylaluminum). Solvent: CO (methanol), C1(=CC=CC=C1)C (toluene), C1(=CC=CC=C1)C (toluene). Product: C(C)OC1=C(OC(CC2=CC=CC=C2)C=2NCCN2)C=CC=C1 (2-[1-(2-ethoxyphenoxy)-2-phenylethyl]imidazoline). RXN SMILES: [CH2:1]([O:3][C:4]1[CH:23]=[CH:22][CH:21]=[CH:20][C:5]=1[O:6][CH:7]([CH2:13][C:14]1[CH:19]=[CH:18][CH:17]=[CH:16][CH:15]=1)[C:8](OCC)=O)[CH3:2].[CH2:24]([NH2:27])[CH2:25][NH2:26].C[Al](C)C.O>C1(C)C=CC=CC=1.CO>[CH2:1]([O:3][C:4]1[CH:23]=[CH:22][CH:21]=[CH:20][C:5]=1[O:6][CH:7]([C:8]1[NH:26][CH2:25][CH2:24][N:27]=1)[CH2:13][C:14]1[CH:15]=[CH:16][CH:17]=[CH:18][CH:19]=1)[CH3:2]. Procedure details: A mixture of 6.28 g (0.02 m) of ethyl 2-(2-ethoxy-phenoxy)-3-phenylpropionate, 1.93 g (0.033 m) ethylenediamine and 150 ml of dry toluene was stirred at room temperature and 17 ml of a 2 m solution of trimethylaluminum in toluene was added dropwise. After stirring 10 minutes, the mixture was heated at reflux for 3 hours, then cooled in an ice bath. Water (10 ml) was added followed by 20 ml methanol and the mixture heated on a steam bath for 0.5 hours. Solids were filtered and the solvent evapora... The reactants are CC(C)(C)OC(=O)n1nc(CBr)c2ccccc21, C[Si](C)(C)[N-][Si](C)(C)C, CCOC(C)=O, CN(C)C=O, COc1ccc(N(C(=O)CN2C(=O)CC(=O)N(c3cccnc3)c3cc(F)ccc32)C(C)C)cc1, [K+], O. Yields the product COc1ccc(N(C(=O)CN2C(=O)C(Cc3nn(C(=O)OC(C)(C)C)c4ccccc34)C(=O)N(c3cccnc3)c3cc(F)ccc32)C(C)C)cc1. RXN SMILES: [Br:46][CH2:47][c:48]1[n:49][n:50]([C:57](=[O:58])[O:59][C:60]([CH3:61])([CH3:62])[CH3:63])[c:51]2[cH:52][cH:53][cH:54][cH:55][c:56]12.[CH3:36][Si:37]([N-:38][Si:39]([CH3:40])([CH3:41])[CH3:42])([CH3:43])[CH3:44].[CH3:64][CH2:65][O:66][C:67](=[O:68])[CH3:69].[CH3:70][N:71]([CH3:72])[CH:73]=[O:74].[F:1][c:2]1[cH:3][c:4]2[c:5]([cH:34][cH:35]1)[N:6]([CH2:19][C:20](=[O:21])[N:22]([c:23]1[cH:24][cH:25][c:26]([O:29][CH3:30])[cH:27][cH:28]1)[CH:31]([CH3:32])[CH3:33])[C:7](=[O:18])[CH2:8][C:9](=[O:17])[N:10]2[c:11]1[cH:12][n:13][cH:14][cH:15][cH:16]1.[K+:45].[OH2:75]>>[F:1][c:2]1[cH:3][c:4]2[c:5]([cH:34][cH:35]1)[N:6]([CH2:19][C:20](=[O:21])[N:22]([c:23]1[cH:24][cH:25][c:26]([O:29][CH3:30])[cH:27][cH:28]1)[CH:31]([CH3:32])[CH3:33])[C:7](=[O:18])[CH:8]([CH2:47][c:48]1[n:49][n:50]([C:57](=[O:58])[O:59][C:60]([CH3:61])([CH3:62])[CH3:63])[c:51]3[cH:52][cH:53][cH:54][cH:55][c:56]13)[C:9](=[O:17])[N:10]2[c:11]1[cH:12][n:13][cH:14][cH:15][cH:16]1. Product: FC(OC1=CC=C(C=C1)CC=O)F ((4-Difluoromethoxyphenyl)-acetaldehyde). Reaction conditions: temperature 45 celsius, time 4 hour. Procedure details: To a solution of 1-difluoromethoxy-4-((E,Z)-2-methoxyvinyl)-benzene (E/Z ratio ˜3:2,) (1.58 g, 7.9 mmol, from step (i) above ) in acetone (20 mL) was added 3 M HCl (3.7 mL, 11.1 mmol) and the solution was stirred at 45° C. for 4 h. After concentration under reduced pressure, water (25 mL) was added to the residue and the aqueous phase was extracted with diethylether (2×50 mL). The combined organic phase was washed with saturated aqueous NaHCO3 (50 mL) and brine (50 mL), dried over Na2SO4, and co... Isolated yield 89.8%. The reactants are FC(OC1=CC=C(C=C1)C=COC)F (1-Difluoromethoxy-4-((EZ)-2-methoxy-vinyl)-benzene), Cl (HCl). Reaction SMILES: [F:1][CH:2]([F:14])[O:3][C:4]1[CH:9]=[CH:8][C:7]([CH:10]=[CH:11][O:12]C)=[CH:6][CH:5]=1.Cl>CC(C)=O>[F:1][CH:2]([F:14])[O:3][C:4]1[CH:5]=[CH:6][C:7]([CH2:10][CH:11]=[O:12])=[CH:8][CH:9]=1. Run in CC(=O)C (acetone). Starting materials: COC(=O)c1ccc(-c2cc(OC)ccc2F)c(CBr)c1, O=C([O-])[O-], C1CCNCC1, CCOC(C)=O, CS(C)=O, [Cs+], [Cs+]. Yields the product COC(=O)c1ccc(-c2cc(OC)ccc2F)c(CN2CCCCC2)c1. Reaction SMILES: [Br:7][CH2:8][c:9]1[c:10](-[c:19]2[c:20]([F:27])[cH:21][cH:22][c:23]([O:25][CH3:26])[cH:24]2)[cH:11][cH:12][c:13]([C:15](=[O:16])[O:17][CH3:18])[cH:14]1.[C:28](=[O:29])([O-:30])[O-:31].[CH2:1]1[CH2:2][CH2:3][NH:4][CH2:5][CH2:6]1.[CH3:34][CH2:35][O:36][C:37]([CH3:38])=[O:39].[CH3:40][S:41]([CH3:42])=[O:43].[Cs+:32].[Cs+:33]>>[CH2:1]1[CH2:2][CH2:3][N:4]([CH2:8][c:9]2[c:10](-[c:19]3[c:20]([F:27])[cH:21][cH:22][c:23]([O:25][CH3:26])[cH:24]3)[cH:11][cH:12][c:13]([C:15](=[O:16])[O:17][CH3:18])[cH:14]2)[CH2:5][CH2:6]1. The reactants are N1(CCOCC1)C1=CC=C(C=C1)NC=1NC(C2=C(N1)NC=C2)=O (2-[(4-morpholin-4-ylphenyl)amino]-3,7-dihydro-4H-pyrrolo[2,3-d]pyrimidin-4-one), P(=O)(Br)(Br)Br (phosphorous oxybromide), C(C)(C)N(CC)C(C)C (diisopropylethylamine). Run in C1(=CC=CC=C1)C (toluene). Product: BrC=1C2=C(N=C(N1)NC1=CC=C(C=C1)N1CCOCC1)NC=C2 (4-bromo-N-(4-morpholin-4-ylphenyl)-7H-pyrrolo[2,3-d]pyrimidin-2-amine). Reaction SMILES: [N:1]1([C:7]2[CH:12]=[CH:11][C:10]([NH:13][C:14]3[NH:15][C:16](=O)[C:17]4[CH:22]=[CH:21][NH:20][C:18]=4[N:19]=3)=[CH:9][CH:8]=2)[CH2:6][CH2:5][O:4][CH2:3][CH2:2]1.P(Br)(Br)([Br:26])=O.C(N(C(C)C)CC)(C)C>C1(C)C=CC=CC=1>[Br:26][C:16]1[C:17]2[CH:22]=[CH:21][NH:20][C:18]=2[N:19]=[C:14]([NH:13][C:10]2[CH:11]=[CH:12][C:7]([N:1]3[CH2:6][CH2:5][O:4][CH2:3][CH2:2]3)=[CH:8][CH:9]=2)[N:15]=1. Procedure details: A mixture of 2-[(4-morpholin-4-ylphenyl)amino]-3,7-dihydro-4H-pyrrolo[2,3-d]pyrimidin-4-one A (312 mg, 1 mmol), phosphorous oxybromide (717 mg, 2.5 mmol), and diisopropylethylamine (130 mg, 1 mmol) in anhydrous toluene (15 ml) was heated at reflux under N2 overnight. The mixture was cooled down to room temperature, and the solid was filtered, washed with sat. NaHCO3, water, and dried over MgSO4. The solvent was removed in vacuo to give the product 4-bromo-N-(4-morpholin-4-ylphenyl)-7H-pyrrolo[2,... The reactants are FC1=C(C(=C(C(=C1C#N)F)F)C#N)F (tetrafluoroterephthalonitrile), FC1=CC(=C(C=C1F)F)F (2,3,5,6-tetrafluorobenzene), FC1=C(C#N)C(=C(C=C1F)F)F (2,3,5,6-tetrafluorobenzonitrile), raw material, FC1=C(C(=C(C(=C1C=O)F)F)C=O)F (tetrafluoroterephthalaldehyde). The product is FC1=C(CN)C(=C(C=C1F)F)F (2,3,5,6-tetrafluorobenzylamine). RXN SMILES: [F:1][C:2]1[C:7]([C:8]#[N:9])=[C:6]([F:10])[C:5]([F:11])=[C:4](C#N)[C:3]=1[F:14].FC1C(C=O)=C(F)C(F)=C(C=O)C=1F.FC1C(F)=CC(F)=C(F)C=1.FC1C(F)=CC(F)=C(F)C=1C#N>>[F:1][C:2]1[C:3]([F:14])=[CH:4][C:5]([F:11])=[C:6]([F:10])[C:7]=1[CH2:8][NH2:9]. Reported procedure: From the toluene extract, a small amount of a sample was withdrawn, and it was subjected to GC analysis. As a result of the analysis, a peak of the tetrafluoroterephthalonitrile as a raw material was below the detection limit, the amount of tetrafluoroterephthalaldehyde was 92.0 mol %, the amount of 2,3,5,6-tetrafluorobenzene was 0.94 mol %, and the amount of 2,3,5,6-tetrafluorobenzonitrile was 0.79 mol %. On the other hand, the aqueous phase was neutralized and then subjected to GC analysis. As... Reactants: ClCC(=O)N1CCCC1 (2-chloro-1-(pyrrolidin-1-yl)ethanone), ClCC(=O)N1CCCC1 (2-chloro-1-(pyrrolidin-1-yl)ethanone), [I-].[K+] (potassium iodide), CS(=O)(=O)C=1C=C2C=CN(C2=CC1)C1=NC=C(C=C1)OC1CCNCC1 (5-(methylsulfonyl)-1-(5-(piperidin-4-yloxy)pyridin-2-yl)-1H-indole), C([O-])([O-])=O.[K+].[K+] (potassium carbonate). Solvent: CN(C)C=O (DMF). Run at temperature 80 celsius. The product is CS(=O)(=O)C=1C=C2C=CN(C2=CC1)C1=CC=C(C=N1)OC1CCN(CC1)CC(=O)N1CCCC1 (2-(4-((6-(5-(Methylsulfonyl)-1H-indol-1-yl)pyridin-3yl)oxy)piperidin-1-yl)-1-(pyrrolidin-1-yl)ethanone). The yield is 42.5%. RXN SMILES: Cl[CH2:2][C:3]([N:5]1[CH2:9][CH2:8][CH2:7][CH2:6]1)=[O:4].[I-].[K+].[CH3:12][S:13]([C:16]1[CH:17]=[C:18]2[C:22](=[CH:23][CH:24]=1)[N:21]([C:25]1[CH:30]=[CH:29][C:28]([O:31][CH:32]3[CH2:37][CH2:36][NH:35][CH2:34][CH2:33]3)=[CH:27][N:26]=1)[CH:20]=[CH:19]2)(=[O:15])=[O:14].C(=O)([O-])[O-].[K+].[K+]>CN(C=O)C>[CH3:12][S:13]([C:16]1[CH:17]=[C:18]2[C:22](=[CH:23][CH:24]=1)[N:21]([C:25]1[N:26]=[CH:27][C:28]([O:31][CH:32]3[CH2:37][CH2:36][N:35]([CH2:2][C:3]([N:5]4[CH2:9][CH2:8][CH2:7][CH2:6]4)=[O:4])[CH2:34][CH2:33]3)=[CH:29][CH:30]=1)[CH:20]=[CH:19]2)(=[O:14])=[O:15] |f:1.2,4.5.6|. Procedure: To a stirred solution of 2-chloro-1-(pyrrolidin-1-yl)ethanone (Intermediate 71) (0.055 g, 0.366 mmol) in DMF (2 mL), potassium iodide (0.023 g, 0.137 mmol), 5-(methylsulfonyl)-1-(5-(piperidin-4-yloxy)pyridin-2-yl)-1H-indole (0.170 g, 0.458 mmol) and potassium carbonate (0.064 g, 0.458 mmol) were added. The resulting mixture was heated at 80° C. for 45 minutes. Reaction was quenched with water and extracted with ethyl acetate. The organic extract was concentrated in vacuo and resultant residue wa... The reactants are CN1CCC2(CC1)SC(C(C(=O)OC(C)(C)C)N1C(=O)c3ccccc3C1=O)NC2C(=O)OCc1ccccc1, CO, NN, C1COCCO1, O, c1ccccc1. The product is CN1CCC2(CC1)SC(C(N)C(=O)OC(C)(C)C)NC2C(=O)OCc1ccccc1. Reaction SMILES: [CH2:1]([c:2]1[cH:3][cH:4][cH:5][cH:6][cH:7]1)[O:8][C:9](=[O:10])[CH:11]1[NH:12][CH:13]([CH:22]([C:23](=[O:24])[O:25][C:26]([CH3:27])([CH3:28])[CH3:29])[N:30]2[C:31](=[O:32])[c:33]3[cH:34][cH:35][cH:36][cH:37][c:38]3[C:39]2=[O:40])[S:14][C:15]12[CH2:16][CH2:17][N:18]([CH3:21])[CH2:19][CH2:20]2.[CH3:50][OH:51].[NH2:42][NH2:43].[O:44]1[CH2:45][CH2:46][O:47][CH2:48][CH2:49]1.[OH2:41].[cH:52]1[cH:53][cH:54][cH:55][cH:56][cH:57]1>>[CH2:1]([c:2]1[cH:3][cH:4][cH:5][cH:6][cH:7]1)[O:8][C:9](=[O:10])[CH:11]1[NH:12][CH:13]([CH:22]([C:23](=[O:24])[O:25][C:26]([CH3:27])([CH3:28])[CH3:29])[NH2:30])[S:14][C:15]12[CH2:16][CH2:17][N:18]([CH3:21])[CH2:19][CH2:20]2. The reactants are O=c1ccccn1C(=S)n1ccccc1=O, CC(C)(C)c1ccccc1Oc1ncccc1N, ClCCl. Product: CC(C)(C)c1ccccc1Oc1ncccc1N=C=S. RXN SMILES: [C:19](=[S:20])([n:21]1[cH:22][cH:23][cH:24][cH:25][c:26]1=[O:27])[n:28]1[cH:29][cH:30][cH:31][cH:32][c:33]1=[O:34].[C:1]([CH3:2])([CH3:3])([CH3:4])[c:5]1[c:6]([O:7][c:8]2[n:9][cH:10][cH:11][cH:12][c:13]2[NH2:14])[cH:15][cH:16][cH:17][cH:18]1.[Cl:35][CH2:36][Cl:37]>>[C:1]([CH3:2])([CH3:3])([CH3:4])[c:5]1[c:6]([O:7][c:8]2[n:9][cH:10][cH:11][cH:12][c:13]2[N:14]=[C:19]=[S:20])[cH:15][cH:16][cH:17][cH:18]1.